This data is from the Open Reaction Database (ORD), a public repository of structured organic reaction records. The task is: describe an organic reaction: reactants, conditions, products, and yield Reactants: COC1=CC=C(C(=O)C2=CC(=C(OCC(=O)OC)C=C2)C)C=C1 (methyl 4-(4-methoxybenzoyl)-2-methylphenoxyacetate), [OH-].[Na+] (NaOH). Run in O1CCOCC1 (dioxane). Yields the product COC1=CC=C(C(=O)C2=CC(=C(OCC(=O)O)C=C2)C)C=C1 (4-(4-Methoxybenzoyl)-2-methylphenoxyacetic acid). Reaction SMILES: [CH3:1][O:2][C:3]1[CH:23]=[CH:22][C:6]([C:7]([C:9]2[CH:20]=[CH:19][C:12]([O:13][CH2:14][C:15]([O:17]C)=[O:16])=[C:11]([CH3:21])[CH:10]=2)=[O:8])=[CH:5][CH:4]=1.[OH-].[Na+]>O1CCOCC1>[CH3:1][O:2][C:3]1[CH:4]=[CH:5][C:6]([C:7]([C:9]2[CH:20]=[CH:19][C:12]([O:13][CH2:14][C:15]([OH:17])=[O:16])=[C:11]([CH3:21])[CH:10]=2)=[O:8])=[CH:22][CH:23]=1 |f:1.2|. Procedure: 35.8 g of methyl 4-(4-methoxybenzoyl)-2-methylphenoxyacetate are stirred with a mixture of 240 ml of dioxane and 240 ml of 0.5N NaOH at room temperature. After the reaction is complete, the organic solvent is removed in vacuo, and the aqueous phase is adjusted to pH 3 with 2N HCl and extracted with ethyl acetate. The organic phase is washed with water, dried over magnesium sulfate and concentrated. Pale yellow crystals remain. Starting materials: [Al+3], [Al+3], [Cl-], [Cl-], [Cl-], [Cl-], [Cl-], [Cl-], [Cl-], N#CCCOc1ccc(Cl)cc1, [Li+], [Na+], [OH-], O. Product: NCCCOc1ccc(Cl)cc1. Reaction SMILES: [Al+3:2].[Al+3:6].[Cl-:10].[Cl-:1].[Cl-:3].[Cl-:4].[Cl-:5].[Cl-:8].[Cl-:9].[Cl:11][c:12]1[cH:13][cH:14][c:15]([O:16][CH2:17][CH2:18][C:19]#[N:20])[cH:21][cH:22]1.[Li+:7].[Na+:24].[OH-:23].[OH2:25]>>[Cl:11][c:12]1[cH:13][cH:14][c:15]([O:16][CH2:17][CH2:18][CH2:19][NH2:20])[cH:21][cH:22]1. Reactants: COC=1C=C2C=CNC2=CC1 (5-methoxyindole), C=O (formaldehyde), CC1(OC(=O)CC(=O)O1)C (Meldrum's acid), O (water). The reagents and catalysts are N1[C@H](C(=O)O)CCC1 (proline). Solvent: C(C)#N (acetonitrile), CC(=O)C (acetone). The product is CC1(OC(C(C(O1)=O)CC=1NC2=CC=C(C=C2C1)OC)=O)C (2-(2,2-dimethyl-4,6-dioxo-1,3-dioxan-5-yl)methyl-5-methoxyindole). Reaction SMILES: [CH3:1][O:2][C:3]1[CH:4]=[C:5]2[C:9](=[CH:10][CH:11]=1)[NH:8][CH:7]=[CH:6]2.[CH2:12]=O.[CH3:14][C:15]1([CH3:23])[O:22][C:20](=[O:21])[CH2:19][C:17](=[O:18])[O:16]1.O>C(#N)C.CC(C)=O.N1CCC[C@H]1C(O)=O>[CH3:14][C:15]1([CH3:23])[O:22][C:20](=[O:21])[CH:19]([CH2:12][C:7]2[NH:8][C:9]3[C:5]([CH:6]=2)=[CH:4][C:3]([O:2][CH3:1])=[CH:11][CH:10]=3)[C:17](=[O:18])[O:16]1. Reported procedure: A solution of 5-methoxyindole (10.0 g, 67.9 mmol), 5.5 ml formaldehyde (37% aqueous solution), Meldrum's acid (10 g, 69 mmol), and proline (0.4 g) in 40 ml of acetonitrile was stirred at room temperature for 16 hours. The reaction mixture was concentrated in vacuo to provide a brown foam. The product was taken up in about 50 ml of acetone, and about 50 ml of water was added to the cloud point. The mixture was allowed to stand in the freezer and, after crystallization began, additional water was ... Starting materials: FC(C=1C=C2CCNC(C2=CC1)=O)(F)F (6-trifluoromethyl-3,4-dihydro-2H-isoquinolin-1-one), IC=1C=NC=CC1C (3-iodo-4-methyl-pyridine), trans-N,N′-dimethyl-cyclohexyl-1,2-diamine, P(=O)([O-])([O-])[O-].[K+].[K+].[K+] (potassium phosphate). Reagents/catalysts: [Cu](I)I (copper iodide). Solvent: O1CCOCC1 (1,4-dioxane). Yields the product CC1=C(C=NC=C1)N1C(C2=CC=C(C=C2CC1)C(F)(F)F)=O (2-(4-Methyl-pyridin-3-yl)-6-trifluoromethyl-3,4-dihydro-2H-isoquinolin-1-one). Yield: 9.4%. As a reaction SMILES: [F:1][C:2]([F:15])([F:14])[C:3]1[CH:4]=[C:5]2[C:10](=[CH:11][CH:12]=1)[C:9](=[O:13])[NH:8][CH2:7][CH2:6]2.I[C:17]1[CH:18]=[N:19][CH:20]=[CH:21][C:22]=1[CH3:23].P([O-])([O-])([O-])=O.[K+].[K+].[K+]>[Cu](I)I.O1CCOCC1>[CH3:23][C:22]1[CH:21]=[CH:20][N:19]=[CH:18][C:17]=1[N:8]1[CH2:7][CH2:6][C:5]2[C:10](=[CH:11][CH:12]=[C:3]([C:2]([F:1])([F:14])[F:15])[CH:4]=2)[C:9]1=[O:13] |f:2.3.4.5|. Reported procedure: Using analogous reaction conditions as described in Example 1, 6-trifluoromethyl-3,4-dihydro-2H-isoquinolin-1-one (I-17c: 150 mg, 0.698 mmol) was reacted with 3-iodo-4-methyl-pyridine (152.8 mg, 0.698 mmol), 1,4-dioxane (10 mL), copper iodide (13.3 mg, 0.0698 mmol), trans-N,N′-dimethyl-cyclohexyl-1,2-diamine (29.73 mg, 0.209 mmol) and potassium phosphate (369.94 mg, 1.745 mmol) to afford the crude product. Purification by column chromatography on silica gel (1.5% methanol in DCM) afforded 20 mg ... The reactants are C(CN)N (ethylenediamine), NC1=CC=CC=C1 (aniline), ClC[Si](OCC)(OCC)OCC (chloromethyltriethoxysilane). Reaction conditions: temperature 70 celsius, time 60 minute. Yields the product NC1=CC=CC=C1 (aniline), C1(=CC=CC=C1)NC[Si](OCC)(OCC)OCC (N-phenylaminomethyltriethoxysilane). Isolated yield 62.9%. RXN SMILES: [NH2:1][C:2]1[CH:7]=[CH:6][CH:5]=[CH:4][CH:3]=1.Cl[CH2:9][Si:10]([O:17][CH2:18][CH3:19])([O:14][CH2:15][CH3:16])[O:11][CH2:12][CH3:13].C(N)CN>>[NH2:1][C:2]1[CH:7]=[CH:6][CH:5]=[CH:4][CH:3]=1.[C:2]1([NH:1][CH2:9][Si:10]([O:11][CH2:12][CH3:13])([O:17][CH2:18][CH3:19])[O:14][CH2:15][CH3:16])[CH:7]=[CH:6][CH:5]=[CH:4][CH:3]=1. Procedure details: In a 500 ml four-necked flask having a reflux condenser, KPG stirrer and thermometer, 65.7 g of dry aniline (pKb 9.4) were heated to 120° C. and 60 g of chloromethyltriethoxysilane were added in the course of 180 min with stirring and stirring was effected for a further 60 min. Thereafter, the temperature was reduced to 105° C. and 42.4 g of ethylenediamine (pKb 4.07) were added to the mixture in the course of 10 min with stirring, phase separation occurring. At constant temperature, stirring wa... Starting materials: CCOC(=O)C(Cc1ccc(O)c(Br)c1)Oc1ccccc1, Cc1ccccc1, CC(C)(C)OC(=O)NCCO, c1ccc(P(c2ccccc2)c2ccccc2)cc1. Yields the product CCOC(=O)C(Cc1ccc(OCCNC(=O)OC(C)(C)C)c(Br)c1)Oc1ccccc1. Reaction SMILES: [Br:1][c:2]1[cH:3][c:4]([CH2:9][CH:10]([C:11](=[O:12])[O:13][CH2:14][CH3:15])[O:16][c:17]2[cH:18][cH:19][cH:20][cH:21][cH:22]2)[cH:5][cH:6][c:7]1[OH:8].[CH3:53][c:54]1[cH:55][cH:56][cH:57][cH:58][cH:59]1.[OH:23][CH2:24][CH2:25][NH:26][C:27]([O:28][C:29]([CH3:30])([CH3:31])[CH3:32])=[O:33].[c:34]1([P:35]([c:36]2[cH:37][cH:38][cH:39][cH:40][cH:41]2)[c:42]2[cH:43][cH:44][cH:45][cH:46][cH:47]2)[cH:48][cH:49][cH:50][cH:51][cH:52]1>>[Br:1][c:2]1[cH:3][c:4]([CH2:9][CH:10]([C:11](=[O:12])[O:13][CH2:14][CH3:15])[O:16][c:17]2[cH:18][cH:19][cH:20][cH:21][cH:22]2)[cH:5][cH:6][c:7]1[O:8][CH2:24][CH2:25][NH:26][C:27]([O:28][C:29]([CH3:30])([CH3:31])[CH3:32])=[O:33]. Reaction conditions: time 3 hour. Run in ClCCl (dichloromethane). RXN SMILES: [NH:1]([C:6]([O:8][C:9]([CH3:12])([CH3:11])[CH3:10])=[O:7])[CH2:2][C:3]([OH:5])=O.C(OC(Cl)=O)C(C)C.CN1CCOCC1.[CH3:28][S:29][CH2:30][CH2:31][CH2:32][NH:33][C:34](=[O:52])[C@H:35]([CH2:45][C:46]1[CH:51]=[CH:50][CH:49]=[CH:48][CH:47]=1)[N:36](C(OC(C)(C)C)=O)[CH3:37]>ClCCl>[CH3:28][S:29][CH2:30][CH2:31][CH2:32][NH:33][C:34](=[O:52])[C@H:35]([CH2:45][C:46]1[CH:47]=[CH:48][CH:49]=[CH:50][CH:51]=1)[N:36]([C:3](=[O:5])[CH2:2][NH:1][C:6]([O:8][C:9]([CH3:12])([CH3:11])[CH3:10])=[O:7])[CH3:37]. Yields the product CSCCCNC([C@@H](N(C)C(CNC(=O)OC(C)(C)C)=O)CC1=CC=CC=C1)=O (N-t-Butyloxycarbonylglycyl-N-methyl-L-phenylalanine-3-methylthiopropylamide). Procedure: BOC-Gly-OH (0.69 g) was dissolved in dichloromethane (10 ml) and cooled at -20°. Isobutylchloroformate (0.53 g) and NMM (0.4 g) were added with stirring. After 2 minutes Cl-H2+MePhe-NHTmp (1.2 g) and NMM (0.4 g) were added and the reaction mixture was allowed to attain room temperature. The stirring was continued for additional 3 hours when the reaction was worked up as described for (II). The dipeptide amide (IV) was obtained as a gum. Starting materials: C(C(C)C)OC(=O)Cl (Isobutylchloroformate), CN1CCOCC1 (NMM), N(CC(=O)O)C(=O)OC(C)(C)C (BOC-Gly-OH), Cl H2 MePhe-NHTmp, CN1CCOCC1 (NMM), CSCCCNC([C@@H](N(C)C(=O)OC(C)(C)C)CC1=CC=CC=C1)=O (N-t Butyloxycarbonyl-N-methyl-L-phenylalanine-3-methylthiopropyl amide). Reactants: Cl.NCC(=O)C1=NC=C(C=C1Cl)Cl (2-amino-1-(3,5-dichloropyridin-2-yl)ethanone hydrochloride), FC(C1=C(C(=O)Cl)C=CC=C1)(F)F (2-(trifluoromethyl)benzoyl chloride), C([O-])([O-])=O.[K+].[K+] (potassium carbonate). Run in C(C)(=O)OCC (ethyl acetate), O (water), O (water), C(C)(=O)OCC (ethyl acetate). Yields the product ClC=1C(=NC=C(C1)Cl)C(CNC(C1=C(C=CC=C1)C(F)(F)F)=O)=O (N-[2-(3,5-dichloropyridin-2-yl)-2-oxoethyl]-2-(trifluoromethyl)benzamide). The yield is 65.8%. As a reaction SMILES: Cl.[NH2:2][CH2:3][C:4]([C:6]1[C:11]([Cl:12])=[CH:10][C:9]([Cl:13])=[CH:8][N:7]=1)=[O:5].[F:14][C:15]([F:26])([F:25])[C:16]1[CH:24]=[CH:23][CH:22]=[CH:21][C:17]=1[C:18](Cl)=[O:19].C(=O)([O-])[O-].[K+].[K+]>C(OCC)(=O)C.O>[Cl:12][C:11]1[C:6]([C:4](=[O:5])[CH2:3][NH:2][C:18](=[O:19])[C:17]2[CH:21]=[CH:22][CH:23]=[CH:24][C:16]=2[C:15]([F:14])([F:25])[F:26])=[N:7][CH:8]=[C:9]([Cl:13])[CH:10]=1 |f:0.1,3.4.5|. Procedure: To a suspension of 3.7 g of 2-amino-1-(3,5-dichloropyridin-2-yl)ethanone hydrochloride in 50 ml of ethyl acetate, 30 ml of water and 3.5 g of 2-(trifluoromethyl)benzoyl chloride were added, and 6.1 g of potassium carbonate in 30 ml of water was added dropwise with stirring under cooling with ice, and the mixture was stirred at the same temperature for 30 minutes. After completion of the reaction, the reaction mixture was mixed with 20 ml of ethyl acetate, the resulting organic layer was collecte... Reactants: Cl.CC1=NNC2=C(N1)C=NC=C2 (3-methyl-1,4-dihydropyrido[3,4-e]-as-triazine hydrochloride), FC(C=1C=C(C(=O)Cl)C=CC1)(F)F (m-trifluoromethyl-benzoyl chloride), Cl.CC1=NN(C2=C(N1)C=NC=C2)C(C2=CC(=CC=C2)C(F)(F)F)=O (3-methyl-1-(3'-trifluoromethylbenzoyl)-1,4-dihydropyrido[3,4-e]-as-triazine hydrochloride), C([O-])([O-])=O.[Na+].[Na+] (sodium carbonate). Product: CC1=NN(C2=C(N1)C=NC=C2)C(C2=CC(=CC=C2)C(F)(F)F)=O (3-methyl-1-(3'-trifluoromethyl-benzoyl)-1,4-dihydropyrido[3,4-e]-as-triazine). Isolated yield 85.0%. RXN SMILES: Cl.CC1NC2C=NC=CC=2NN=1.FC(F)(F)C1C=C(C=CC=1)C(Cl)=O.Cl.[CH3:27][C:28]1[NH:33][C:32]2[CH:34]=[N:35][CH:36]=[CH:37][C:31]=2[N:30]([C:38](=[O:49])[C:39]2[CH:44]=[CH:43][CH:42]=[C:41]([C:45]([F:48])([F:47])[F:46])[CH:40]=2)[N:29]=1.C(=O)([O-])[O-].[Na+].[Na+]>>[CH3:27][C:28]1[NH:33][C:32]2[CH:34]=[N:35][CH:36]=[CH:37][C:31]=2[N:30]([C:38](=[O:49])[C:39]2[CH:44]=[CH:43][CH:42]=[C:41]([C:45]([F:48])([F:47])[F:46])[CH:40]=2)[N:29]=1 |f:0.1,3.4,5.6.7|. Procedure: 1.84 g (0.01 moles) of 3-methyl-1,4-dihydropyrido[3,4-e]-as-triazine hydrochloride are reacted with 10.4 g (0.05 moles) of m-trifluoromethyl-benzoyl chloride as described in Example 2. The resulting 3-methyl-1-(3'-trifluoromethylbenzoyl)-1,4-dihydropyrido[3,4-e]-as-triazine hydrochloride is treated with an aqueous solution of sodium carbonate to obtain 3-methyl-1-(3'-trifluoromethyl-benzoyl)-1,4-dihydropyrido[3,4-e]-as-triazine with a yield of 85%; m.p.: 210°-211° C. The reactants are [OH-].[Na+] (Sodium hydroxide), FC1=C(C#N)C=C(C=C1)CC1=NNC(C2=CC=CC=C12)=O (2-Fluoro-5-[(4-oxo-3,4-dihydrophthalazin-1-yl)methyl]benzonitrile), O (water), Cl (HCl). Conditions: temperature 90 celsius. Product: FC1=C(C(=O)O)C=C(C=C1)CC1=NNC(C2=CC=CC=C12)=O (2-Fluoro-5-[(4-oxo-3,4-dihydrophthalazin-1-yl)methyl]benzoic acid). RXN SMILES: [F:1][C:2]1[CH:9]=[CH:8][C:7]([CH2:10][C:11]2[C:20]3[C:15](=[CH:16][CH:17]=[CH:18][CH:19]=3)[C:14](=[O:21])[NH:13][N:12]=2)=[CH:6][C:3]=1[C:4]#N.[OH-:22].[Na+].Cl.[OH2:25]>>[F:1][C:2]1[CH:9]=[CH:8][C:7]([CH2:10][C:11]2[C:20]3[C:15](=[CH:16][CH:17]=[CH:18][CH:19]=3)[C:14](=[O:21])[NH:13][N:12]=2)=[CH:6][C:3]=1[C:4]([OH:25])=[O:22] |f:1.2|. Procedure: 2-Fluoro-5-[(4-oxo-3,4-dihydrophthalazin-1-yl)methyl]benzonitrile (ED) (9.60 g, 34.37 mmol) and water (40 ml) were stirred at 20° C. 2M Sodium hydroxide (36 ml, 72.00 mmol) was added, the reaction mixture warmed to 90° C. and held at this temperature overnight. The reaction mixture was cooled to room temperature and filtered. The filter pad was washed with water (10 ml) and the combined filtrate added to 2M HCl (56 ml, 112.00 mmol) at 60° C. over 40 minutes. The resulting suspension was cooled t...